Dataset: the Open Reaction Database (ORD), a public repository of structured organic reaction records. Task: describe an organic reaction: reactants, conditions, products, and yield The reactants are COC(=O)C=1C(=C2C=C(C(N(C2=CN1)CC1=CC=CC=C1)=O)C=1SC=CN1)O (1-benzyl-5-hydroxy-2-oxo-3-thiazol-2-yl-1,2-dihydro-[1,7]naphthyridine-6-carboxylic acid methyl ester), NCCC(=O)O (β-alanine), C[O-].[Na+] (NaOMe). Yields the product C(C1=CC=CC=C1)N1C(C(=CC2=C(C(=NC=C12)C(=O)NCCC(=O)O)O)C=1SC=CN1)=O (3-[(1-Benzyl-5-hydroxy-2-oxo-3-thiazol-2-yl-1,2-dihydro-[1,7]naphthyridine-6-carbonyl)-amino]-propionic acid). Yield: 20.0%. As a reaction SMILES: CO[C:3]([C:5]1[C:6]([OH:28])=[C:7]2[C:12](=[CH:13][N:14]=1)[N:11]([CH2:15][C:16]1[CH:21]=[CH:20][CH:19]=[CH:18][CH:17]=1)[C:10](=[O:22])[C:9]([C:23]1[S:24][CH:25]=[CH:26][N:27]=1)=[CH:8]2)=[O:4].[NH2:29][CH2:30][CH2:31][C:32]([OH:34])=[O:33].C[O-].[Na+]>>[CH2:15]([N:11]1[C:12]2[C:7](=[C:6]([OH:28])[C:5]([C:3]([NH:29][CH2:30][CH2:31][C:32]([OH:34])=[O:33])=[O:4])=[N:14][CH:13]=2)[CH:8]=[C:9]([C:23]2[S:24][CH:25]=[CH:26][N:27]=2)[C:10]1=[O:22])[C:16]1[CH:21]=[CH:20][CH:19]=[CH:18][CH:17]=1 |f:2.3|. Procedure: A mixture of 1-benzyl-5-hydroxy-2-oxo-3-thiazol-2-yl-1,2-dihydro-[1,7]naphthyridine-6-carboxylic acid methyl ester (28 mg, 0.071 mmol), β-alanine (844 mg, 9.5 mmol) and NaOMe solution (14 mL, 7.1 mmol, 0.5 M in MeOH) was refluxed for 16 h. After the mixture was cooled to r.t., the solvent was evaporated in vacuo. The residue was partitioned between EtOAc and water. 1 M HCl was added with vigorous stirring until pH was about 3. The organic layer was dried over MgSO4 and concentrated. The crude so... Reactants: COC(=O)c1cc(OC(C)=O)c(OC)c([N+](=O)[O-])c1, CCOC(C)=O. Yields the product COC(=O)c1cc(N)c(OC)c(OC(C)=O)c1. As a reaction SMILES: [C:1]([CH3:2])(=[O:3])[O:4][c:5]1[cH:6][c:7]([C:8](=[O:9])[O:10][CH3:11])[cH:12][c:13]([N+:17]([O-:18])=[O:19])[c:14]1[O:15][CH3:16].[CH3:20][CH2:21][O:22][C:23](=[O:24])[CH3:25]>>[C:1]([CH3:2])(=[O:3])[O:4][c:5]1[cH:6][c:7]([C:8](=[O:9])[O:10][CH3:11])[cH:12][c:13]([NH2:17])[c:14]1[O:15][CH3:16].